Dataset: the Open Reaction Database (ORD), a public repository of structured organic reaction records. Task: describe an organic reaction: reactants, conditions, products, and yield Starting materials: C(=O)([O-])[O-].[K+].[K+] (K2CO3), C1(C=2C(C(N1)=O)=CC=CC2)=O (phthalimide), CN(C)C=O (DMF), BrCC1=CC[C@H](CC1)C(C)(C)O ((S)-2-(4-bromomethyl-cyclohex-3-enyl)-propan-2-ol). The solvent is O (Water). Run at time 0.5 hour. The product is OC(C)(C)[C@@H]1CC=C(CC1)CN1C(C2=CC=CC=C2C1=O)=O ((S)-2-[4-(1-Hydroxy-1-methyl-ethyl)-cyclohex-1-enylmethyl]-isoindole-1,3-dione). Isolated yield 28.0%. RXN SMILES: C([O-])([O-])=O.[K+].[K+].[C:7]1(=[O:17])[NH:11][C:10](=[O:12])[C:9]2=[CH:13][CH:14]=[CH:15][CH:16]=[C:8]12.CN(C=O)C.Br[CH2:24][C:25]1[CH2:30][CH2:29][C@H:28]([C:31]([OH:34])([CH3:33])[CH3:32])[CH2:27][CH:26]=1>O>[OH:34][C:31]([C@H:28]1[CH2:29][CH2:30][C:25]([CH2:24][N:11]2[C:7](=[O:17])[C:8]3[C:9](=[CH:13][CH:14]=[CH:15][CH:16]=3)[C:10]2=[O:12])=[CH:26][CH2:27]1)([CH3:33])[CH3:32] |f:0.1.2|. Procedure: A mixture of 2.2 g (16 mmol) K2CO3, 1.2 g (8.4 mmol) phthalimide, and 40 ml DMF was stirred at room temperature for 0.5 hours. Thereafter, 1.7 g (7.4 mmol) (S)-2-(4-bromomethyl-cyclohex-3-enyl)-propan-2-ol (Bull, et. al. Aust. J. Chem., 46 1869, 1993) was added and the resulting mixture was stirred at room temperature for 72 h. Water was added and the mixture was then extracted with ethyl acetate. The ethyl acetate extracts were combined; washed with water and brine; dried (MgSO4); and filtered ... The reactants are Cc1c(NS(C)(=O)=O)cccc1N(Cc1ccccc1)Cc1ccc(Oc2cccc(OCCCBr)c2)cc1, C1CCOC1, CNC. The product is Cc1c(NS(C)(=O)=O)cccc1N(Cc1ccccc1)Cc1ccc(Oc2cccc(OCCCN(C)C)c2)cc1. Reaction SMILES: [CH2:1]([c:2]1[cH:3][cH:4][cH:5][cH:6][cH:7]1)[N:8]([c:9]1[c:10]([CH3:20])[c:11]([NH:15][S:16](=[O:17])(=[O:18])[CH3:19])[cH:12][cH:13][cH:14]1)[CH2:21][c:22]1[cH:23][cH:24][c:25]([O:28][c:29]2[cH:30][c:31]([O:35][CH2:36][CH2:37][CH2:38][Br:39])[cH:32][cH:33][cH:34]2)[cH:26][cH:27]1.[CH2:43]1[O:44][CH2:45][CH2:46][CH2:47]1.[CH3:40][NH:41][CH3:42]>>[CH2:1]([c:2]1[cH:3][cH:4][cH:5][cH:6][cH:7]1)[N:8]([c:9]1[c:10]([CH3:20])[c:11]([NH:15][S:16](=[O:17])(=[O:18])[CH3:19])[cH:12][cH:13][cH:14]1)[CH2:21][c:22]1[cH:23][cH:24][c:25]([O:28][c:29]2[cH:30][c:31]([O:35][CH2:36][CH2:37][CH2:38][N:41]([CH3:40])[CH3:42])[cH:32][cH:33][cH:34]2)[cH:26][cH:27]1.